Dataset: the Open Reaction Database (ORD), a public repository of structured organic reaction records. Task: describe an organic reaction: reactants, conditions, products, and yield Procedure details: To a dimethylformamide solution (49.5 ml) of 1-ethynyl-1-hydroxycyclopentane (5.45 g, 49.5 mmol) were added imidazole (6.74 g, 99.0 mmol) and triethylchlorosilane (9.97 ml, 59.4 mmol) at room temperature, followed by stirring for 30 minutes. The reaction solution was added to a mixture of n-hexane and a saturated aqueous sodium bicarbonate solution, and the organic layer was separated. The aqueous layer was extracted with hexane, and the organic layers were combined, washed with a saturated aque... Conditions: time 30 minute. Starting materials: CN(C=O)C (dimethylformamide), C(#C)C1(CCCC1)O (1-ethynyl-1-hydroxycyclopentane), N1C=NC=C1 (imidazole), C(C)[Si](Cl)(CC)CC (triethylchlorosilane). The product is C(#C)C1(CCCC1)O[Si](CC)(CC)CC (1-Ethynyl-1-triethylsiloxycyclopentane). The yield is 83.4%. Reaction SMILES: CN(C)C=O.[C:6]([C:8]1([OH:13])[CH2:12][CH2:11][CH2:10][CH2:9]1)#[CH:7].N1C=CN=C1.[CH2:19]([Si:21]([CH2:25][CH3:26])([CH2:23][CH3:24])Cl)[CH3:20]>CCCCCC>[C:6]([C:8]1([O:13][Si:21]([CH2:25][CH3:26])([CH2:23][CH3:24])[CH2:19][CH3:20])[CH2:12][CH2:11][CH2:10][CH2:9]1)#[CH:7]. Run in CCCCCC (n-hexane). Starting materials: CNC(=O)c1cc(Oc2ccc(NC(=O)[O-])cc2)ccn1, CC#N, Nc1ccc(Cl)c(C(F)(F)F)c1. The product is CNC(=O)c1cc(Oc2ccc(NC(=O)Nc3ccc(Cl)c(C(F)(F)F)c3)cc2)ccn1. As a reaction SMILES: [CH3:1][NH:2][C:3](=[O:4])[c:5]1[n:6][cH:7][cH:8][c:9]([O:11][c:12]2[cH:13][cH:14][c:15]([NH:18][C:19]([O-:20])=[O:21])[cH:16][cH:17]2)[cH:10]1.[CH3:34][C:35]#[N:36].[F:22][C:23]([c:24]1[cH:25][c:26]([NH2:27])[cH:28][cH:29][c:30]1[Cl:31])([F:32])[F:33]>>[CH3:1][NH:2][C:3](=[O:4])[c:5]1[n:6][cH:7][cH:8][c:9]([O:11][c:12]2[cH:13][cH:14][c:15]([NH:18][C:19](=[O:21])[NH:27][c:26]3[cH:25][c:24]([C:23]([F:22])([F:32])[F:33])[c:30]([Cl:31])[cH:29][cH:28]3)[cH:16][cH:17]2)[cH:10]1. The reactants are C([O-])(O)=O.[Na+] (sodium bicarbonate), CCOC(=O)C (EtOAc), NC1=C(C(=C(C(=C1)F)N[C@@H](CO)C1=CC=C(C=C1)F)F)NC1=NNC(=C1)C1CC1 ((R)-2-(4-Amino-3-(5-cyclopropyl-1H-pyrazol-3-ylamino)-2,6-difluorophenylamino)-2-(4-fluorophenyl)ethanol), C(C)(=O)O.C(=N)N (formamidine acetate). Solvent: CCO (EtOH). The product is C1(CC1)C1=CC(=NN1)N1C=NC2=C1C(=C(C(=C2)F)N[C@@H](CO)C2=CC=C(C=C2)F)F ((2R)-2-(3-(5-Cyclopropyl-1H-pyrazol-3-yl)-4,6-difluoro-3H-benzo[d]imidazol-5-ylamino)-2-(4-fluorophenyl)ethanol), solid. Yield: 30.0%. RXN SMILES: [NH2:1][C:2]1[CH:7]=[C:6]([F:8])[C:5]([NH:9][C@H:10]([C:13]2[CH:18]=[CH:17][C:16]([F:19])=[CH:15][CH:14]=2)[CH2:11][OH:12])=[C:4]([F:20])[C:3]=1[NH:21][C:22]1[CH:26]=[C:25]([CH:27]2[CH2:29][CH2:28]2)[NH:24][N:23]=1.[C:30](O)(=O)C.C(N)=N.C(=O)(O)[O-].[Na+].CCOC(C)=O>CCO>[CH:27]1([C:25]2[NH:24][N:23]=[C:22]([N:21]3[C:3]4[C:4]([F:20])=[C:5]([NH:9][C@H:10]([C:13]5[CH:18]=[CH:17][C:16]([F:19])=[CH:15][CH:14]=5)[CH2:11][OH:12])[C:6]([F:8])=[CH:7][C:2]=4[N:1]=[CH:30]3)[CH:26]=2)[CH2:29][CH2:28]1 |f:1.2,3.4|. Procedure details: (R)-2-(4-Amino-3-(5-cyclopropyl-1H-pyrazol-3-ylamino)-2,6-difluorophenylamino)-2-(4-fluorophenyl)ethanol (Method 104, 0.230 g, 0.57 mmol) and formamidine acetate (0.119 g, 1.14 mmol) in EtOH (10 ml) was heated at reflux for 1 hour. Saturated sodium bicarbonate solution (5 ml) and EtOAc (15 ml) were added. The organic layer was separated, washed with brine (3 ml) and dried over sodium sulfate. The solvent was removed under reduced pressure and the residue was purified by chromatography (Hex-EtOAc... Starting materials: O (Water), C(=O)[O-].[Na+] (sodium formate), C(C)(=O)O (acetic acid), C(C1=CC=CC=C1)OC1=C(C(=O)NC2=C(C(=O)OC)C=CC(=C2)C=2OC=CC2)C=C(C=C1)N1CCCCC1 (methyl 2-(2-(benzyloxy)-5-(piperidin-1-yl)benzamido)-4-(furan-2-yl)benzoate). The reagents and catalysts are [C].[Pd] (palladium-carbon), [C].[Pd] (palladium-carbon). Run in O1CCOCC1 (dioxane). Run at time 30 minute. The product is O1C(=CC=C1)C1=CC(=C(C(=O)OC)C=C1)NC(C1=C(C=CC(=C1)N1CCCCC1)O)=O (methyl 4-(furan-2-yl)-2-(2-hydroxy-5-(piperidin-1-yl)benzamido)benzoate). Yield: 68.6%. As a reaction SMILES: O.C([O-])=O.[Na+].C(O)(=O)C.C([O:17][C:18]1[CH:41]=[CH:40][C:39]([N:42]2[CH2:47][CH2:46][CH2:45][CH2:44][CH2:43]2)=[CH:38][C:19]=1[C:20]([NH:22][C:23]1[CH:32]=[C:31]([C:33]2[O:34][CH:35]=[CH:36][CH:37]=2)[CH:30]=[CH:29][C:24]=1[C:25]([O:27][CH3:28])=[O:26])=[O:21])C1C=CC=CC=1>[C].[Pd].O1CCOCC1>[O:34]1[CH:35]=[CH:36][CH:37]=[C:33]1[C:31]1[CH:30]=[CH:29][C:24]([C:25]([O:27][CH3:28])=[O:26])=[C:23]([NH:22][C:20](=[O:21])[C:19]2[CH:38]=[C:39]([N:42]3[CH2:43][CH2:44][CH2:45][CH2:46][CH2:47]3)[CH:40]=[CH:41][C:18]=2[OH:17])[CH:32]=1 |f:1.2,5.6|. Reported procedure: Water (0.20 mL), sodium formate (0.045 g), acetic acid (0.043 mL) and 10% palladium-carbon (8 mg) were added to a dioxane (1 mL) solution of methyl 2-(2-(benzyloxy)-5-(piperidin-1-yl)benzamido)-4-(furan-2-yl)benzoate (0.085 g), followed by stirring at room temperature for 3 hours and 30 minutes and then at 60° C. for 50 minutes. To the reaction mixture, 10% palladium-carbon (8 mg) was added, followed by stirring at 70° C. for 50 minutes. After cooling the reaction mixture to room temperature, th... Procedure: To a solution of 5-(4,4-dimethoxy-3-oxo-1-butenyl)-2,2'-bithiophene (50 mg) in tetrahydrofuran (2.5 ml) was added sodium borohydride (10 mg). The reaction mixture was stirred at room temperature for 1 hour. Ethyl acetate and water was added for partition. The organic layer was dried over anhydrous magnesium sulfate, concentrated and separated by silica gel chromatography. Light greenish oily product was obtained. Reaction SMILES: [CH3:1][O:2][CH:3]([O:18][CH3:19])[C:4](=[O:17])[CH:5]=[CH:6][C:7]1[S:11][C:10]([C:12]2[S:13][CH:14]=[CH:15][CH:16]=2)=[CH:9][CH:8]=1.[BH4-].[Na+].C(OCC)(=O)C.O>O1CCCC1>[CH3:19][O:18][CH:3]([O:2][CH3:1])[CH:4]([OH:17])[CH:5]=[CH:6][C:7]1[S:11][C:10]([C:12]2[S:13][CH:14]=[CH:15][CH:16]=2)=[CH:9][CH:8]=1 |f:1.2|. Product: COC(C(C=CC1=CC=C(S1)C=1SC=CC1)O)OC (5-(4,4-dimethoxy-3-hydroxy-1-butenyl)-2,2'-bithiophene). Reaction conditions: time 1 hour. Solvent: O1CCCC1 (tetrahydrofuran). The reactants are COC(C(C=CC1=CC=C(S1)C=1SC=CC1)=O)OC (5-(4,4-dimethoxy-3-oxo-1-butenyl)-2,2'-bithiophene), [BH4-].[Na+] (sodium borohydride), C(C)(=O)OCC (Ethyl acetate), O (water). Starting materials: O=C(NCCc1ccccc1Br)c1ccc(C(F)(F)F)cc1, Cc1ccccc1. Yields the product FC(F)(F)c1ccc(C2=NCCc3c(Br)cccc32)cc1. Reaction SMILES: [Br:1][c:2]1[c:3]([CH2:4][CH2:5][NH:6][C:7]([c:8]2[cH:9][cH:10][c:11]([C:14]([F:15])([F:16])[F:17])[cH:12][cH:13]2)=[O:18])[cH:19][cH:20][cH:21][cH:22]1.[CH3:23][c:24]1[cH:25][cH:26][cH:27][cH:28][cH:29]1>>[Br:1][c:2]1[c:3]2[c:19]([cH:20][cH:21][cH:22]1)[C:7]([c:8]1[cH:9][cH:10][c:11]([C:14]([F:15])([F:16])[F:17])[cH:12][cH:13]1)=[N:6][CH2:5][CH2:4]2.